This data is from the Open Reaction Database (ORD), a public repository of structured organic reaction records. The task is: describe an organic reaction: reactants, conditions, products, and yield The product is CNC=C1C(=O)C(C)(C)OC1(C)C. Starting materials: CN, ClC(Cl)Cl, CC1(C)OC(C)(C)C(=CO)C1=O. As a reaction SMILES: [CH3:1][NH2:2].[CH:15]([Cl:16])([Cl:17])[Cl:18].[OH:3][CH:4]=[C:5]1[C:6](=[O:14])[C:7]([CH3:12])([CH3:13])[O:8][C:9]1([CH3:10])[CH3:11]>>[CH3:1][NH:2][CH:4]=[C:5]1[C:6](=[O:14])[C:7]([CH3:12])([CH3:13])[O:8][C:9]1([CH3:10])[CH3:11]. Yield: 85.0%. Reactants: Cl.COC(=O)C=1N(C(=NC1)CCl)C (2-chloromethyl-3-methyl-3H-imidazole-4-carboxylic acid methyl ester hydrochloride), CNC (dimethylamine). Reaction SMILES: Cl.[CH3:2][O:3][C:4]([C:6]1[N:7]([CH3:13])[C:8]([CH2:11]Cl)=[N:9][CH:10]=1)=[O:5].[CH3:14][NH:15][CH3:16]>>[CH3:2][O:3][C:4]([C:6]1[N:7]([CH3:13])[C:8]([CH2:11][N:15]([CH3:16])[CH3:14])=[N:9][CH:10]=1)=[O:5] |f:0.1|. Yields the product COC(=O)C=1N(C(=NC1)CN(C)C)C (2-Dimethylaminomethyl-3-methyl-3H-imidazole-4-carboxylic acid methyl ester), oil. Reported procedure: Using 2-chloromethyl-3-methyl-3H-imidazole-4-carboxylic acid methyl ester hydrochloride and dimethylamine (33% solution in ethanol), the title compound was obtained as brown viscous oil (85% yield). MS: m/e=198(M+H+). The reactants are FC(F)(F)I (trifluoromethyl iodide), [H-].[Na+] (Sodium hydride), ClC1=C(C(=CC(=C1)C(F)(F)F)Cl)C1=NNC(=C1)SC (3-(2,6-dichloro-4-trifluoromethylphenyl)-5-(methylsulfenyl)pyrazole), ClC1=C(C(=CC(=C1)C(F)(F)F)Cl)C1=NNC(=C1)SC (3-(2,6-dichloro-4-trifluoromethylphenyl)-5-(methylsulfenyl)pyrazole), O (water). The solvent is CN(C=O)C (N,N-dimethylformamide). Product: ClC1=C(C(=CC(=C1)C(F)(F)F)Cl)C1=NN(C(=C1)SC)C(F)(F)F (3-(2,6-dichloro-4-trifluoromethylphenyl)-5-methylsulfenyl-1-(trifluoromethyl)pyrazole), oil. The yield is 33.3%. Reaction SMILES: [H-].[Na+].[Cl:3][C:4]1[CH:9]=[C:8]([C:10]([F:13])([F:12])[F:11])[CH:7]=[C:6]([Cl:14])[C:5]=1[C:15]1[CH:19]=[C:18]([S:20][CH3:21])[NH:17][N:16]=1.[F:22][C:23](I)([F:25])[F:24].O>CN(C)C=O>[Cl:14][C:6]1[CH:7]=[C:8]([C:10]([F:13])([F:12])[F:11])[CH:9]=[C:4]([Cl:3])[C:5]=1[C:15]1[CH:19]=[C:18]([S:20][CH3:21])[N:17]([C:23]([F:25])([F:24])[F:22])[N:16]=1 |f:0.1|. Procedure: Sodium hydride was added dropwise to a suspension of 0.5 g of 3-(2,6-dichloro-4-trifluoromethylphenyl)-5(methylsulfenyl)pyrazole (compound 16) in 5 ml of anhydrous N,N-dimethylformamide at 0° C., and the mixture was stirred at room temperature. An excess of trifluoromethyl iodide was introduced into the reaction mixture, and the resulting mixture was stirred for 3 hours with the reactor closed. The reaction mixture was poured into water, followed by extraction with ether, washing with brine and ... Starting materials: O (water), [OH-].[Na+] (sodium hydroxide), COCCOC1=C(C(=O)OC)C=CC=C1OCCOC (methyl 2,3-bis{[2-(methyloxy)ethyl]oxy}benzoate), solution, [H-].[Al+3].[Li+].[H-].[H-].[H-] (lithium aluminum hydride), O (water). The solvent is C1CCOC1 (THF), C1CCOC1 (THF). Conditions: time 1 hour. Product: COCCOC1=C(C=CC=C1OCCOC)CO ((2,3-bis{[2-(methyloxy)ethyl]oxy}phenyl)methanol). Yield: 62.7%. RXN SMILES: [CH3:1][O:2][CH2:3][CH2:4][O:5][C:6]1[C:15]([O:16][CH2:17][CH2:18][O:19][CH3:20])=[CH:14][CH:13]=[CH:12][C:7]=1[C:8](OC)=[O:9].[H-].[Al+3].[Li+].[H-].[H-].[H-].O.[OH-].[Na+]>C1COCC1>[CH3:1][O:2][CH2:3][CH2:4][O:5][C:6]1[C:15]([O:16][CH2:17][CH2:18][O:19][CH3:20])=[CH:14][CH:13]=[CH:12][C:7]=1[CH2:8][OH:9] |f:1.2.3.4.5.6,8.9|. Reported procedure: To a solution of methyl 2,3-bis{[2-(methyloxy)ethyl]oxy}benzoate (2.0 g, 7.03 mmol) in dry THF (10 mL) was added dropwise a 1M solution of lithium aluminum hydride in THF (7.0 mL), and the resulting mixture was stirred at rt for 1 h. Then, water (0.27 mL) was added slowly, followed by 15% aqueous sodium hydroxide (0.27 mL), and more water (0.81 mL). The mixture was filtered, the filter cake washed with ethyl acetate, and the combined filtrate was concentrated. Column chromatography on silica (1:... The reactants are C1(=CC=CC=C1)C(N1CCN(CC1)CC1=CC2=C(N(C(=N2)CO)C)C=C1)C1=CC=CC=C1 (5-[4-(diphenylmethyl)-1-piperazinylmethyl]-1-methyl-1H-benzimidazole-2-methanol), C(C)(=O)OC(C)=O (acetic acid anhydride). Run in CC1=CC=CC=C1 (methylbenzene). The product is C1(=CC=CC=C1)C(N1CCN(CC1)CC1=CC2=C(N(C(=N2)COC(C)=O)C)C=C1)C1=CC=CC=C1 ({5-[4-(diphenylmethyl)-1-piperazinylmethyl]-1-methyl-1H-benzimidazol-2-ylmethyl}acetate). Isolated yield 74.4%. As a reaction SMILES: [C:1]1([CH:7]([C:27]2[CH:32]=[CH:31][CH:30]=[CH:29][CH:28]=2)[N:8]2[CH2:13][CH2:12][N:11]([CH2:14][C:15]3[CH:26]=[CH:25][C:18]4[N:19]([CH3:24])[C:20]([CH2:22][OH:23])=[N:21][C:17]=4[CH:16]=3)[CH2:10][CH2:9]2)[CH:6]=[CH:5][CH:4]=[CH:3][CH:2]=1.[C:33](OC(=O)C)(=[O:35])[CH3:34]>CC1C=CC=CC=1>[C:27]1([CH:7]([C:1]2[CH:6]=[CH:5][CH:4]=[CH:3][CH:2]=2)[N:8]2[CH2:13][CH2:12][N:11]([CH2:14][C:15]3[CH:26]=[CH:25][C:18]4[N:19]([CH3:24])[C:20]([CH2:22][O:23][C:33](=[O:35])[CH3:34])=[N:21][C:17]=4[CH:16]=3)[CH2:10][CH2:9]2)[CH:32]=[CH:31][CH:30]=[CH:29][CH:28]=1. Procedure details: A mixture of 1.9 parts of 5-[4-(diphenylmethyl)-1-piperazinylmethyl]-1-methyl-1H-benzimidazole-2-methanol, 1.55 parts of acetic acid anhydride and 45 parts of methylbenzene is stirred and refluxed for 2 hours. The reaction mixture is cooled, washed with a diluted ammonium hydroxide solution and the layers are separated. The organic phase is dried, filtered and evaporated. The residue is crystallized from a mixture of methylbenzene and 2,2'-oxybispropane (20:20 by volume). The product is filtered... Reactants: CC(=O)OC(C)=O, Nc1ccc(Sc2ccccc2)c([N+](=O)[O-])c1, c1ccncc1. Product: CC(=O)Nc1ccc(Sc2ccccc2)c([N+](=O)[O-])c1. RXN SMILES: [CH3:18][C:19](=[O:20])[O:21][C:22](=[O:23])[CH3:24].[N+:1](=[O:2])([O-:3])[c:4]1[cH:5][c:6]([NH2:17])[cH:7][cH:8][c:9]1[S:10][c:11]1[cH:12][cH:13][cH:14][cH:15][cH:16]1.[cH:25]1[cH:26][cH:27][n:28][cH:29][cH:30]1>>[N+:1](=[O:2])([O-:3])[c:4]1[cH:5][c:6]([NH:17][C:19]([CH3:18])=[O:20])[cH:7][cH:8][c:9]1[S:10][c:11]1[cH:12][cH:13][cH:14][cH:15][cH:16]1.